Dataset: the Open Reaction Database (ORD), a public repository of structured organic reaction records. Task: describe an organic reaction: reactants, conditions, products, and yield Starting materials: O1[N-][NH+]=CC1=O.C(=O)C1=[N+]([N-]OC1=O)C (4-formyl-3-methylsydnone sydnone), N\C(=C/C(=O)OC)\C (methyl 3-aminocrotonate), C(CC(=O)C)(=O)OC (methyl acetoacetate), C(C)(C)O (isopropanol). Product: CC=1NC(=C(C(C1C(=O)OC)C=1N=CN2C1C=CC=C2)C(=O)OC)C (Dimethyl 2,6-dimethyl-4-(1-imidazo[1,5-a]pyridinyl)-1,4-dihydropyridine-3,5-dicarboxylate). As a reaction SMILES: O1[C:5](=O)[CH:4]=[NH+:3][N-]1.[CH:7]([C:9]1[C:13](=O)O[N-][N+:10]=1[CH3:15])=O.[NH2:16]/[C:17](/[CH3:23])=[CH:18]\[C:19]([O:21][CH3:22])=[O:20].[C:24]([O:30][CH3:31])(=[O:29])[CH2:25][C:26]([CH3:28])=O.[CH:32](O)(C)[CH3:33]>>[CH3:23][C:17]1[NH:16][C:26]([CH3:28])=[C:25]([C:24]([O:30][CH3:31])=[O:29])[CH:7]([C:9]2[N:10]=[CH:15][N:3]3[CH:4]=[CH:5][CH:33]=[CH:32][C:13]=23)[C:18]=1[C:19]([O:21][CH3:22])=[O:20] |f:0.1|. Procedure details: To 1.02 g (7 mmol) 1-formylimidazo[1,5-a]pyridine (1) in 20 ml isopropanol was added 0.81 g methyl 3-aminocrotonate and 0.81 g (7 mmol) methyl acetoacetate and the resulting solution refluxed for 14 hours. The cooled reaction mixture was filtered to give a yellow solid which was recrystallized from CH3OH to afford pure (2), m.p. 265°-267° (dec). Starting materials: [Cl-].[NH4+] (ammonium chloride), CN(CCC1CC2=C(C(C3=C1C=CC=C3)=O)C=CC=C2)C (10-(2-dimethylaminoethyl)-10,11-dihydro-5H-dibenzo[a,d]cyclohepten-5-one), C[Si](C)(C)CCl (trimethylsilylmethyl chloride), [Mg] (magnesium). Solvent: CCOCC (ether), CCOCC (ether). Product: Grignard reagent, CN(CCC1CC2=C(C(C3=C1C=CC=C3)(O)C[Si](C)(C)C)C=CC=C2)C (10-(2-dimethylaminoethyl)-10,11-dihydro-5-trimethylsilylmethyl-5H-dibenzo[a,d]cyclohepten-5-ol). Reaction SMILES: [CH3:1][Si:2]([CH2:5]Cl)([CH3:4])[CH3:3].[Mg].[CH3:8][N:9]([CH3:28])[CH2:10][CH2:11][CH:12]1[C:18]2[CH:19]=[CH:20][CH:21]=[CH:22][C:17]=2[C:16](=[O:23])[C:15]2[CH:24]=[CH:25][CH:26]=[CH:27][C:14]=2[CH2:13]1.[Cl-].[NH4+]>CCOCC>[CH3:28][N:9]([CH3:8])[CH2:10][CH2:11][CH:12]1[C:18]2[CH:19]=[CH:20][CH:21]=[CH:22][C:17]=2[C:16]([CH2:5][Si:2]([CH3:3])([CH3:4])[CH3:1])([OH:23])[C:15]2[CH:24]=[CH:25][CH:26]=[CH:27][C:14]=2[CH2:13]1 |f:3.4|. Procedure: A Grignard reagent is prepared by conventional techniques from 12.2 g. (0.1 mole) trimethylsilylmethyl chloride and 24.3 g. magnesium metal (0.1 atom) and 200 ml. ether. The resulting solution is treated with 27.9 g. (0.1 mole) of 10-(2-dimethylaminoethyl)-10,11-dihydro-5H-dibenzo[a,d]cyclohepten-5-one in 100 ml. ether. Stirring is initiated and the mixture is heated at reflux for 5 hours, then cooled in ice and hydrolyzed with 150 ml. of saturated ammonium chloride. The layers are separated and... Conditions: temperature 150 celsius, time 1 hour. Reactants: C(C)(C)(C)OC(=O)NCC1CC=2C(=C3C=CC(NC3=C(C2)I)=O)O1 (2-(t-Butoxycarbonyl)aminomethyl-5-iodo-2,3,6,7-tetrahydrofuro[2,3-f]quinoline-7-one), cuprous cyanide, CN(C=O)C (dimethylformamide). Product: C(C)(C)(C)OC(=O)NCC1CC=2C(=C3C=CC(NC3=C(C2)C#N)=O)O1 (2-(t-butoxycarbonyl)aminomethyl-5-cyano-2,3,6,7-tetrahydrofuro[2,3-f]quinoline-7-one). Reported procedure: 2-(t-Butoxycarbonyl)aminomethyl-5-iodo-2,3,6,7-tetrahydrofuro[2,3-f]quinoline-7-one (610 mg) and cuprous cyanide (134 mg) were dissolved in dimethylformamide (30.5 ml), and stirred at 150° C. for 1 hour. After completion of the reaction, the solvent was distilled off, and the residue was purified by silica gel column chromatography (eluent=chloroform:methanol=70:1). As a result, 347 mg of 2-(t-butoxycarbonyl)aminomethyl-5-cyano-2,3,6,7-tetrahydrofuro[2,3-f]quinoline-7-one was obtained (73.7%). T... RXN SMILES: [C:1]([O:5][C:6]([NH:8][CH2:9][CH:10]1[O:24][C:13]2=[C:14]3[C:19](=[C:20](I)[CH:21]=[C:12]2[CH2:11]1)[NH:18][C:17](=[O:23])[CH:16]=[CH:15]3)=[O:7])([CH3:4])([CH3:3])[CH3:2].[CH3:25][N:26](C)C=O>>[C:1]([O:5][C:6]([NH:8][CH2:9][CH:10]1[O:24][C:13]2=[C:14]3[C:19](=[C:20]([C:25]#[N:26])[CH:21]=[C:12]2[CH2:11]1)[NH:18][C:17](=[O:23])[CH:16]=[CH:15]3)=[O:7])([CH3:4])([CH3:3])[CH3:2]. Starting materials: C(C)(=O)O[BH-](OC(C)=O)OC(C)=O.[Na+] (sodium triacetoxyborohydride), [OH-].[Na+] (sodium hydroxide), Cl.COC1=CC2=C(CCNCC2)C=C1 (7-methoxy-2,3,4,5-tetrahydro-1H-3-benzazepine hydrochloride), C=O (formalin). Solvent: ClC(C)Cl (dichloroethane), O (water). Reaction conditions: time 2 hour. Product: COC1=CC2=C(CCN(CC2)C)C=C1 (7-Methoxy-3-methyl-2,3,4,5-tetrahydro-1H-3-benzazepine). Yield: 96.2%. Reaction SMILES: Cl.[CH3:2][O:3][C:4]1[CH:14]=[CH:13][C:7]2[CH2:8][CH2:9][NH:10][CH2:11][CH2:12][C:6]=2[CH:5]=1.C=O.[C:17](O[BH-](OC(=O)C)OC(=O)C)(=O)C.[Na+].[OH-].[Na+]>ClC(Cl)C.O>[CH3:2][O:3][C:4]1[CH:14]=[CH:13][C:7]2[CH2:8][CH2:9][N:10]([CH3:17])[CH2:11][CH2:12][C:6]=2[CH:5]=1 |f:0.1,3.4,5.6|. Reported procedure: A mixture of 7-methoxy-2,3,4,5-tetrahydro-1H-3-benzazepine hydrochloride (see EP 285287) (25 g, 125 mmol) and 37% formalin (25 mL) in dichloroethane (250 mL) was treated with sodium triacetoxyborohydride (30 g, 250 mmol) keeping the internal temperature below 20° C. After stirring for 2 h, water was added and the pH adjusted to 10 using 50% sodium hydroxide solution. The organic layer was separated, dried over sodium sulfate and evaporated to dryness to afford the product (23 g). Starting materials: CC(C)(C)[Si](C)(C)Cl, CN(C)c1ccncc1, COC1(c2ccc(Cl)c(Cc3ccc4c(c3)CCO4)c2)OC(CO)C(O)C(O)C1O, c1ccncc1. Yields the product COC1(c2ccc(Cl)c(Cc3ccc4c(c3)CCO4)c2)OC(CO[Si](C)(C)C(C)(C)C)C(O)C(O)C1O. As a reaction SMILES: [C:31]([CH3:32])([CH3:33])([CH3:34])[Si:35]([Cl:36])([CH3:37])[CH3:38].[CH3:45][N:46]([CH3:47])[c:48]1[cH:49][cH:50][n:51][cH:52][cH:53]1.[Cl:1][c:2]1[c:3]([CH2:21][c:22]2[cH:23][cH:24][c:25]3[c:26]([cH:30]2)[CH2:27][CH2:28][O:29]3)[cH:4][c:5]([C:8]2([O:19][CH3:20])[O:9][CH:10]([CH2:17][OH:18])[CH:11]([OH:16])[CH:12]([OH:15])[CH:13]2[OH:14])[cH:6][cH:7]1.[cH:39]1[cH:40][cH:41][n:42][cH:43][cH:44]1>>[Cl:1][c:2]1[c:3]([CH2:21][c:22]2[cH:23][cH:24][c:25]3[c:26]([cH:30]2)[CH2:27][CH2:28][O:29]3)[cH:4][c:5]([C:8]2([O:19][CH3:20])[O:9][CH:10]([CH2:17][O:18][Si:35]([C:31]([CH3:32])([CH3:33])[CH3:34])([CH3:37])[CH3:38])[CH:11]([OH:16])[CH:12]([OH:15])[CH:13]2[OH:14])[cH:6][cH:7]1.